Dataset: the Open Reaction Database (ORD), a public repository of structured organic reaction records. Task: describe an organic reaction: reactants, conditions, products, and yield Starting materials: CC1(OC(CC(O1)=O)=O)C (2,2-dimethyl-1,3-dioxane-4,6-dione), ClCl (Cl2), N(=[N+]=[N-])CCCCC(=O)Cl (5-azidovaleric chloride). The reagents and catalysts are CN(C1=CC=NC=C1)C (4-dimethylaminopyridine). Run in C(Cl)Cl (CH2Cl2). Reaction conditions: temperature 0 celsius, time 1 hour. The product is N(=[N+]=[N-])CCCCC(=O)C1C(OC(OC1=O)(C)C)=O (5-(5-azidopentanoyl)-2,2-dimethyl-1,3-dioxane-4,6-dione), oil. The yield is 98.0%. RXN SMILES: [CH3:1][C:2]1([CH3:10])[O:7][C:6](=[O:8])[CH2:5][C:4](=[O:9])[O:3]1.ClCl.[N:13]([CH2:16][CH2:17][CH2:18][CH2:19][C:20](Cl)=[O:21])=[N+:14]=[N-:15]>CN(C)C1C=CN=CC=1.C(Cl)Cl>[N:13]([CH2:16][CH2:17][CH2:18][CH2:19][C:20]([CH:5]1[C:6](=[O:8])[O:7][C:2]([CH3:10])([CH3:1])[O:3][C:4]1=[O:9])=[O:21])=[N+:14]=[N-:15]. Procedure details: To the solution of 2,2-dimethyl-1,3-dioxane-4,6-dione (4.45 g, 30.9 mmol) and 4-dimethylaminopyridine (7.55 g, 61.8 mmol) in 100 ml of CH2 Cl2 was added the solution of crude 5-azidovaleric chloride in 10 ml of CH2Cl2 at 0° C. The mixture was stirred at 0° C. for 1 hr and at room temperature for 1 hr. The solution was washed with 1N aqueous HCl (100 ml), brine (250 ml) and dried over Na2SO4. After evaporation of solvent, 5-(5-azidopentanoyl)-2,2-dimethyl-1,3-dioxane-4,6-dione was obtained as a l... The reactants are [OH-].[K+] (potassium hydroxide), O (water), N1C(NC(C1)=O)=O (imidazolidine-2,4-dione), C(C1=CC=CC=C1)OCCl (benzyloxymethyl chloride). Yields the product C(C1=CC=CC=C1)OCN1C(NCC1=O)=O (3-benzyloxymethylimidazolidine-2,4-dione). Yield: 69.3%. RXN SMILES: [OH-].[K+].[NH:3]1[CH2:7][C:6](=[O:8])[NH:5][C:4]1=[O:9].[CH2:10]([O:17][CH2:18]Cl)[C:11]1[CH:16]=[CH:15][CH:14]=[CH:13][CH:12]=1.O>C(C(C)=O)C(C)C.COCCOCCN(CCOCCOC)CCOCCOC>[CH2:10]([O:17][CH2:18][N:5]1[C:6](=[O:8])[CH2:7][NH:3][C:4]1=[O:9])[C:11]1[CH:16]=[CH:15][CH:14]=[CH:13][CH:12]=1 |f:0.1|. Reaction conditions: time 10 minute. Reported procedure: In 5 ml of methyl isobutyl ketone were suspended 216 mg (3.85 mmoles) of potassium hydroxide and 73 mg (0.226 mmoles) of tris[2-(2-methoxyethoxy)ethyl]-amine followed by addition of 900 mg (8.99 mmoles) of imidazolidine-2,4-dione, and the mixture was stirred at room temperature for 10 minutes. Then, 704 mg (4.50 mmoles) of benzyloxymethyl chloride was added dropwise at 0° C. and the mixture was stirred at room temperature for 3 hours. To this reaction mixture was added water and the organic laye... Reagents/catalysts: COCCOCCN(CCOCCOC)CCOCCOC (tris[2-(2-methoxyethoxy)ethyl]-amine). Solvent: C(C(C)C)C(=O)C (methyl isobutyl ketone). The reactants are BrCCCC#Cc1ccccn1, O=C1NC(=O)c2ccccc21, O=C([O-])[O-], CC(C)=O, [K+], [K+]. Product: O=C1c2ccccc2C(=O)N1CCCC#Cc1ccccn1. RXN SMILES: [Br:1][CH2:2][CH2:3][CH2:4][C:5]#[C:6][c:7]1[n:8][cH:9][cH:10][cH:11][cH:12]1.[C:13]1(=[O:23])[NH:14][C:15](=[O:22])[c:16]2[cH:17][cH:18][cH:19][cH:20][c:21]21.[C:24](=[O:25])([O-:26])[O-:27].[CH3:30][C:31](=[O:32])[CH3:33].[K+:28].[K+:29]>>[CH2:2]([CH2:3][CH2:4][C:5]#[C:6][c:7]1[n:8][cH:9][cH:10][cH:11][cH:12]1)[N:14]1[C:13](=[O:23])[c:21]2[c:16]([cH:17][cH:18][cH:19][cH:20]2)[C:15]1=[O:22]. Run at time 1 hour. Run in CCCCCC (hexane), CCOCC (ether), C(C)(=O)O (acetic acid). Procedure details: A mixture of N-(diphenylaminocarbonyl)nicotinamide (1.6 g., 0.005 mole), toluene (50 ml.), piperidine (1.28 g., 0.015 mole) and glacial acetic acid (0.86 ml.) is heated and stirred at 95°-97° C. for one hour. The mixture is cooled to room temperature and extracted with 1 N sodium hydroxide (50 ml.). The extract is acidified with glacial acetic acid and the oil which separates extracted with ethyl acetate. Evaporation of the extract under reduced pressure gives 1.9 g. of oil. The oil is taken up ... Product: N1(CCCCC1)C(=O)NC(C1=CN=CC=C1)=O (N-(Piperidinocarbonyl)nicotinamide). The reactants are Cl.C(C)(=O)OCC (ethyl acetate-HCl), C1(=CC=CC=C1)N(C(=O)NC(C1=CN=CC=C1)=O)C1=CC=CC=C1 (N-(diphenylaminocarbonyl)nicotinamide), C1(=CC=CC=C1)C (toluene), N1CCCCC1 (piperidine). As a reaction SMILES: C1([N:7]([C:19]2[CH:24]=[CH:23][CH:22]=[CH:21]C=2)[C:8]([NH:10][C:11](=[O:18])[C:12]2[CH:17]=[CH:16][CH:15]=[N:14][CH:13]=2)=[O:9])C=CC=CC=1.C1(C)C=CC=CC=1.N1CCCCC1.Cl.C(OCC)(=O)C>CCOCC.CCCCCC.C(O)(=O)C>[N:7]1([C:8]([NH:10][C:11](=[O:18])[C:12]2[CH:17]=[CH:16][CH:15]=[N:14][CH:13]=2)=[O:9])[CH2:19][CH2:24][CH2:23][CH2:22][CH2:21]1 |f:3.4|. Reactants: BrC1=CC(=C(C=C1C(C)C)S)C(C)CC (4-bromo-2-sec-butyl-5-isopropylbenzenethiol), BrC1=CC(=C(C=C1C(C)C)S)C(C)C (4-bromo-2,5-diisopropylbenzenethiol). Yields the product CSC1=C(C=C(C(=C1)C(C)C)Br)C(C)CC (4-Bromo-2-sec-butyl-5-isopropylphenyl methyl sulfide). Reaction SMILES: [Br:1][C:2]1[C:7]([CH:8]([CH3:10])[CH3:9])=[CH:6][C:5]([SH:11])=[C:4]([CH:12]([CH2:14][CH3:15])[CH3:13])[CH:3]=1.Br[C:17]1C(C(C)C)=CC(S)=C(C(C)C)C=1>>[CH3:17][S:11][C:5]1[CH:6]=[C:7]([CH:8]([CH3:10])[CH3:9])[C:2]([Br:1])=[CH:3][C:4]=1[CH:12]([CH2:14][CH3:15])[CH3:13]. Procedure details: 4-Bromo-2-sec-butyl-5-isopropylphenyl methyl sulfide was prepared using the procedure of Example 1C except that 4-bromo-2-sec-butyl-5-isopropylbenzenethiol was substituted for the 4-bromo-2,5-diisopropylbenzenethiol. The resulting product had a boiling point of 111°C at 0.3 mm Hg. Reactants: N (ammonia), ClC1=C(C=C(C(=C1)Cl)OC(=O)OC)N=C=O (2,4-dichloro-5-methoxycarbonyloxyphenyl isocyanate), ClC1=C(C=C(C(=C1)Cl)OC(=O)OC)[N+](=O)[O-] (2,4-dichloro-5-methoxycarbonyloxynitrobenzene). Run in C1=CC=CC=C1 (benzene). Yields the product ClC1=C(C=C(C(=C1)Cl)OC(=O)OC)NC(=O)N (2,4-dichloro-5-methoxycarbonyloxyphenyl urea). Isolated yield 88.0%. RXN SMILES: N.[Cl:2][C:3]1[CH:8]=[C:7]([Cl:9])[C:6]([O:10][C:11]([O:13][CH3:14])=[O:12])=[CH:5][C:4]=1[N:15]=[C:16]=[O:17].ClC1C=C(Cl)C(OC(OC)=O)=CC=1[N+:31]([O-])=O>C1C=CC=CC=1>[Cl:2][C:3]1[CH:8]=[C:7]([Cl:9])[C:6]([O:10][C:11]([O:13][CH3:14])=[O:12])=[CH:5][C:4]=1[NH:15][C:16]([NH2:31])=[O:17]. Procedure details: An ammonia gas was introduced while strongly stirring on cooling in an ice bath into a benzene solution (120 ml) of 2,4-dichloro-5-methoxycarbonyloxyphenyl isocyanate (5.04 g, 19.2 mmol) which has been synthesized by the identical method as the Comparative Examples 1 to 4 from 2,4-dichloro-5-methoxycarbonyloxynitrobenzene. Thirty minutes later, a white solid deposited was filtered and sufficiently washed with benzene. This product was confirmed to be the desired 2,4-dichloro-5-methoxycarbonyloxy...